This data is from the Open Reaction Database (ORD), a public repository of structured organic reaction records. The task is: describe an organic reaction: reactants, conditions, products, and yield Reactants: [H][H] (hydrogen), ClC1=CC(=C(C=C1Cl)NCCCN1CCN(CC1)C(C1=CC=CC=C1)C1=CC=CC=C1)[N+](=O)[O-] (N-(4,5-dichloro-2-nitrophenyl)-4-(diphenylmethyl)-1-piperazinepropanamine). The reagents and catalysts are [Ni] (Raney-nickel). The solvent is CO (methanol). Product: ClC=1C=C(C(=CC1Cl)NCCCN1CCN(CC1)C(C1=CC=CC=C1)C1=CC=CC=C1)N (4,5-dichloro-N1 -{3-[4-(diphenylmethyl)-1-piperazinyl]propyl}-1,2-benzenediamine). As a reaction SMILES: [Cl:1][C:2]1[C:7]([Cl:8])=[CH:6][C:5]([NH:9][CH2:10][CH2:11][CH2:12][N:13]2[CH2:18][CH2:17][N:16]([CH:19]([C:26]3[CH:31]=[CH:30][CH:29]=[CH:28][CH:27]=3)[C:20]3[CH:25]=[CH:24][CH:23]=[CH:22][CH:21]=3)[CH2:15][CH2:14]2)=[C:4]([N+:32]([O-])=O)[CH:3]=1.[H][H]>[Ni].CO>[Cl:1][C:2]1[CH:3]=[C:4]([NH2:32])[C:5]([NH:9][CH2:10][CH2:11][CH2:12][N:13]2[CH2:14][CH2:15][N:16]([CH:19]([C:26]3[CH:31]=[CH:30][CH:29]=[CH:28][CH:27]=3)[C:20]3[CH:25]=[CH:24][CH:23]=[CH:22][CH:21]=3)[CH2:17][CH2:18]2)=[CH:6][C:7]=1[Cl:8]. Reported procedure: A mixture of 8 parts of N-(4,5-dichloro-2-nitrophenyl)-4-(diphenylmethyl)-1-piperazinepropanamine and 200 parts of methanol is hydrogenated at normal pressure and at room temperature with 2 parts of Raney-nickel catalyst. After the calculated amount of hydrogen is taken up, the catalyst is filtered off and the filtrate is evaporated, yielding 4,5-dichloro-N1 -{3-[4-(diphenylmethyl)-1-piperazinyl]propyl}-1,2-benzenediamine as an oily residue. The reactants are FC=1C=C(C=CC1OCC1=CC=CC=C1)N1N=CC=2C(=CC(=CC12)OC)O (1-{3-Fluoro-4-[(phenylmethyl)oxy]phenyl}-6-(methyloxy)-1H-indazol-4-ol). Reagents/catalysts: [Pd] (palladium on charcoal). The solvent is C(C)O (ethanol), C(C)(=O)OCC (ethyl acetate). Product: FC=1C=C(C=CC1O)N1N=CC=2C(=CC(=CC12)OC)O (1-(3-Fluoro-4-hydroxyphenyl)-6-(methyloxy)-1H-indazol-4-ol). The yield is 74.1%. Reaction SMILES: [F:1][C:2]1[CH:3]=[C:4]([N:16]2[C:24]3[CH:23]=[C:22]([O:25][CH3:26])[CH:21]=[C:20]([OH:27])[C:19]=3[CH:18]=[N:17]2)[CH:5]=[CH:6][C:7]=1[O:8]CC1C=CC=CC=1>C(O)C.C(OCC)(=O)C.[Pd]>[F:1][C:2]1[CH:3]=[C:4]([N:16]2[C:24]3[CH:23]=[C:22]([O:25][CH3:26])[CH:21]=[C:20]([OH:27])[C:19]=3[CH:18]=[N:17]2)[CH:5]=[CH:6][C:7]=1[OH:8]. Procedure: A solution of 1-{3-fluoro-4-[(phenylmethyl)oxy]phenyl}-6-(methyloxy)-1H-indazol-4-ol (D4) (116 mg, 0.32 mmol) in ethanol (5 mL) and ethyl acetate (5 mL) was hydrogenated in an H-cube over a 10% palladium on charcoal catalyst. The resulting solution was concentrated and the product purified by silica gel chromatography eluting with 5-80% ethyl acetate in hexane to yield the title compound (E2) (65 mg). The reactants are COC1=C(C(=C(C(=C1C)C)OC)C)C[C@@H]1[C@](CO)(C)O1 ((2R,3R)-4-(2',5'-dimethoxy-3',4',6'-trimethylphenyl)-2,3-epoxy-2-methylbutanol). Reagents/catalysts: [Ni] (Raney-nickel). Run in CO (methanol), O (water). The product is COC1=C(C(=C(C(=C1C)C)OC)C)CC[C@@](CO)(O)C ((S)-4-(2',5'-dimethoxy-3',4',6'-trimethylphenyl)-2-methyl-1,2-butanediol). The yield is 86.4%. RXN SMILES: [CH3:1][O:2][C:3]1[C:8]([CH3:9])=[C:7]([CH3:10])[C:6]([O:11][CH3:12])=[C:5]([CH3:13])[C:4]=1[CH2:14][C@H:15]1[O:20][C@:16]1([CH3:19])[CH2:17][OH:18]>CO.O.[Ni]>[CH3:1][O:2][C:3]1[C:8]([CH3:9])=[C:7]([CH3:10])[C:6]([O:11][CH3:12])=[C:5]([CH3:13])[C:4]=1[CH2:14][CH2:15][C@:16]([CH3:19])([OH:20])[CH2:17][OH:18]. Procedure: 185 mg of (2R,3R)-4-(2',5'-dimethoxy-3',4',6'-trimethylphenyl)-2,3-epoxy-2-methylbutanol were dissolved in 5 ml of methanol and the solution was subsequently diluted with 5 ml of water. Thereupon, Raney-nickel was added and the mixture was heated at reflux for 2 hours under hydrogen. After completion of the hydrogen uptake, the mixture was filtered, washed with methanol and methylene chloride and concentrated on a rotary evaporator. Residual water was distilled off azeotropically by the addition...